Dataset: the Open Reaction Database (ORD), a public repository of structured organic reaction records. Task: describe an organic reaction: reactants, conditions, products, and yield Starting materials: N1=CC=NC=C1 (pyrazine), C1CCOC1 (THF), FC1=C(C=O)C(=CC=C1)Cl (2-fluoro-6-chlorobenzaldehyde), [NH4+].[Cl-] (NH4Cl), solution, C(CCC)[Li] (butyl lithium), C1CCOC1 (THF). The solvent is C(Cl)Cl (methylene chloride). Run at temperature -70 celsius, time 10 minute. The product is OC1(CC2=NC=CN=C2)C(C=CC=C1Cl)F (2-(1-hydroxy-2'-fluoro-6'-chlorobenzyl) pyrazine). Reaction SMILES: C([Li])CCC.[N:6]1[CH:11]=[CH:10][N:9]=[CH:8][CH:7]=1.[F:12][C:13]1[CH:20]=[CH:19][CH:18]=[C:17]([Cl:21])[C:14]=1[CH:15]=O.[NH4+].[Cl-].C1C[O:27]CC1>C(Cl)Cl>[OH:27][C:14]1([C:17]([Cl:21])=[CH:18][CH:19]=[CH:20][CH:13]1[F:12])[CH2:15][C:7]1[CH:8]=[N:9][CH:10]=[CH:11][N:6]=1 |f:3.4|. Reported procedure: 35 ml of a 2.5M solution of butyl lithium were added to 14 ml of TMP in 35 ml THF over a period of 10 minutes at a temperature of -70° C. After stirring at -70° C. for 10 minutes, the reaction mixture was allowed to warm up to 0° C. and kept at 0° C. for 10 minutes. The reaction mixture was then cooled to -70° C. again and a solution of 5.0 g of pyrazine in 25 ml THF was then added over a period of 15-20 minutes, while maintaining the temperature below -60° C. The reaction mixture was then stirr... The reactants are O (H2O), NC1=NC2=CC=C(C=C2C2=C1N=C1N2[C@H](COC1)C)O ((11S)-6-amino-11-methyl-10,11-dihydro-8H-[1,4]oxazino[4′,3′:1,2]imidazo[4,5-c]quinolin-2-ol), C([O-])([O-])=O.[Cs+].[Cs+] (cesium carbonate), Cl.ClCC=1N=C(SC1)C (4-chloromethyl-2-methylthiazole hydrochloride). The reagents and catalysts are [Br-].C(CCC)[N+](CCCC)(CCCC)CCCC (tetrabutylammonium bromide). The solvent is C(Cl)(Cl)Cl (CHCl3), CN(C)C=O (DMF). Reaction conditions: temperature 50 celsius, time 8 hour. Yields the product C[C@H]1COCC=2N1C1=C(C(=NC3=CC=C(C=C13)OCC=1N=C(SC1)C)N)N2 ((11S)-11-Methyl-2-[(2-methyl-1,3-thiazol-4-yl)methoxy]-10,11-dihydro-8H-[1,4]oxazino[4′,3′:1,2]imidazo[4,5-c]quinolin-6-amine). Yield: 33.6%. Reaction SMILES: [NH2:1][C:2]1[C:11]2[N:12]=[C:13]3[CH2:18][O:17][CH2:16][C@H:15]([CH3:19])[N:14]3[C:10]=2[C:9]2[C:4](=[CH:5][CH:6]=[C:7]([OH:20])[CH:8]=2)[N:3]=1.C(=O)([O-])[O-].[Cs+].[Cs+].Cl.Cl[CH2:29][C:30]1[N:31]=[C:32]([CH3:35])[S:33][CH:34]=1.O>CN(C=O)C.[Br-].C([N+](CCCC)(CCCC)CCCC)CCC.C(Cl)(Cl)Cl>[CH3:19][C@@H:15]1[N:14]2[C:10]3[C:9]4[C:4](=[CH:5][CH:6]=[C:7]([O:20][CH2:29][C:30]5[N:31]=[C:32]([CH3:35])[S:33][CH:34]=5)[CH:8]=4)[N:3]=[C:2]([NH2:1])[C:11]=3[N:12]=[C:13]2[CH2:18][O:17][CH2:16]1 |f:1.2.3,4.5,8.9|. Procedure details: A solution of (11S)-6-amino-11-methyl-10,11-dihydro-8H-[1,4]oxazino[4′,3′:1,2]imidazo[4,5-c]quinolin-2-ol (500 mg, 1.85 mmol) dissolved in 15 mL of DMF was treated with cesium carbonate (1.80 g, 5.55 mmol), 4-chloromethyl-2-methylthiazole hydrochloride (375 mg, 2.03 mmol) and tetrabutylammonium bromide (715 mg, 2.22 mmol). After stirring overnight at 50° C., the dark brown mixture was poured into 150 mL of H2O and stirred for 30 minutes. The reaction mixture was extracted with CHCl3 (3×75 mL) an... The reactants are [N+](=O)([O-])C1=CC=C(C(=O)N2C3=C(C4=C(CC2)C=NN4)C=CC=N3)C=C1 (1,4,5,6-tetrahydro-6-(4-nitrobenzoyl)pyrazolo[3,4-d]pyrido[2,3-b]azepine), stannous chloride dihydrate, C(=O)(O)[O-].[Na+] (NaHCO3). Solvent: ice water, C(C)O (ethanol). Run at time 3.5 hour. Yields the product NC1=CC=C(C(=O)N2C3=C(C4=C(CC2)C=NN4)C=CC=N3)C=C1 (1,4,5,6-Tetrahydro-6-(4-aminobenzoyl)pyrazolo[3,4-d]pyrido[2,3-b]azepine). Isolated yield 64.6%. RXN SMILES: [N+:1]([C:4]1[CH:25]=[CH:24][C:7]([C:8]([N:10]2[CH2:16][CH2:15][C:14]3[CH:17]=[N:18][NH:19][C:13]=3[C:12]3[CH:20]=[CH:21][CH:22]=[N:23][C:11]2=3)=[O:9])=[CH:6][CH:5]=1)([O-])=O.C([O-])(O)=O.[Na+]>C(O)C>[NH2:1][C:4]1[CH:25]=[CH:24][C:7]([C:8]([N:10]2[CH2:16][CH2:15][C:14]3[CH:17]=[N:18][NH:19][C:13]=3[C:12]3[CH:20]=[CH:21][CH:22]=[N:23][C:11]2=3)=[O:9])=[CH:6][CH:5]=1 |f:1.2|. Procedure: To a slurry of 0.170 g of 1,4,5,6-tetrahydro-6-(4-nitrobenzoyl)pyrazolo[3,4-d]pyrido[2,3-b]azepine in 8 ml of ethanol under argon is added 0.573 g of stannous chloride dihydrate (SnCl2.2H2O). The mixture is refluxed for 1 hour, diluted with ice-water and made basic with 10% NaHCO3 solution. The mixture is stirred 3.5 hours and extracted with chloroform (3 times). The extract is dried (MgSO4) and the solvent removed under vacuum. Chromatography on silica gel with ethyl acetate as eluent gives 0.1... Starting materials: N1CCC(CC1)NC1=NC=C(C(=O)OC)C=C1 (methyl 6-(4-piperidylamino)nicotinate), ClC1=CC=C(C(=O)O)C=C1 (4-chlorobenzoic acid), C=1C=CC2=C(C1)N=NN2O (HOBt), CCN=C=NCCCN(C)C (EDCI). Solvent: CN(C)C=O (DMF), C(=O)(C)OCC.O (AcOEt-H2O). Conditions: time 15 hour. The product is ClC1=CC=C(C(=O)N2CCC(CC2)NC2=NC=C(C(=O)OC)C=C2)C=C1 (methyl 6-{[1-(4-chlorobenzoyl)-4-piperidyl]amino}nicotinate). The yield is 76.2%. Reaction SMILES: [NH:1]1[CH2:6][CH2:5][CH:4]([NH:7][C:8]2[CH:17]=[CH:16][C:11]([C:12]([O:14][CH3:15])=[O:13])=[CH:10][N:9]=2)[CH2:3][CH2:2]1.[Cl:18][C:19]1[CH:27]=[CH:26][C:22]([C:23](O)=[O:24])=[CH:21][CH:20]=1.C1C=CC2N(O)N=NC=2C=1.CCN=C=NCCCN(C)C>CN(C=O)C.C(OCC)(C)=O.O>[Cl:18][C:19]1[CH:27]=[CH:26][C:22]([C:23]([N:1]2[CH2:6][CH2:5][CH:4]([NH:7][C:8]3[CH:17]=[CH:16][C:11]([C:12]([O:14][CH3:15])=[O:13])=[CH:10][N:9]=3)[CH2:3][CH2:2]2)=[O:24])=[CH:21][CH:20]=1 |f:5.6|. Procedure: A mixture of methyl 6-(4-piperidylamino)nicotinate (1.0 g), 4-chlorobenzoic acid (699 mg), HOBt (603 mg) and EDCI (693 mg) in DMF (20 ml) was stirred at ambient temperature for 15 hours. The reaction mixture was poured into a mixture of AcOEt-H2O and the organic layer was washed with brine and dried over MgSO4. The solvent was evaporated in vacuo and the residue was chromatographed on silicagel eluting with AcOEt-n-hexane (7:3). The eluted fractions containing the desired product were collected ... Reactants: COC1=CC=C(C=C1)CCCC=O (4-(4-Methoxyphenyl)butyraldehyde), C(#N)CC(=O)O (cyanoacetic acid), [OH-].[Na+] (sodium hydroxide), C(OC)COC (glyme), Cl (hydrochloric acid). Solvent: O (water). The product is COC1=CC=C(C=C1)CCCC(CC(=O)O)CC(=O)O (3-[3-(4-Methoxyphenyl)propyl]glutaric acid). As a reaction SMILES: [CH3:1][O:2][C:3]1[CH:8]=[CH:7][C:6]([CH2:9][CH2:10][CH2:11][CH:12]=O)=[CH:5][CH:4]=1.C([CH2:16][C:17]([OH:19])=[O:18])#N.[OH-:20].[Na+].Cl.[CH2:23]([CH2:26][O:27]C)OC>O>[CH3:1][O:2][C:3]1[CH:4]=[CH:5][C:6]([CH2:9][CH2:10][CH2:11][CH:12]([CH2:23][C:26]([OH:27])=[O:20])[CH2:16][C:17]([OH:19])=[O:18])=[CH:7][CH:8]=1 |f:2.3|. Procedure: 4-(4-Methoxyphenyl)butyraldehyde (5.34 g) is reacted with cyanoacetic acid (5.15 g) and sodium hydroxide (2.74 g) in a mixture of glyme (50 ml) and water (60 ml). The mixture is treated with hydrochloric acid and processed as described in Example 2A to afford the title compound (2.1 g) which on crystallization from ethyl acetate-chloroform-hexane had a melting point of 71°-73° C.